Task: describe an organic reaction: reactants, conditions, products, and yield. Dataset: the Open Reaction Database (ORD), a public repository of structured organic reaction records Starting materials: ClC=1C=CC(=C(C1)NC1CCN(CC1)C(=O)OCC)[N+](=O)[O-] (Ethyl 4-[(5-chloro-2-nitrophenyl)amino]-1-piperidinecarboxylate). The reagents and catalysts are [Pt] (Pt/C). The solvent is CO (methanol). Reaction conditions: time 3 hour. Product: NC1=C(C=C(C=C1)Cl)NC1CCN(CC1)C(=O)OCC (Ethyl 4-[(2-amino-5-chlorophenyl)amino]-1-piperidinecarboxylate). Isolated yield 100.7%. As a reaction SMILES: [Cl:1][C:2]1[CH:3]=[CH:4][C:5]([N+:20]([O-])=O)=[C:6]([NH:8][CH:9]2[CH2:14][CH2:13][N:12]([C:15]([O:17][CH2:18][CH3:19])=[O:16])[CH2:11][CH2:10]2)[CH:7]=1>CO.[Pt]>[NH2:20][C:5]1[CH:4]=[CH:3][C:2]([Cl:1])=[CH:7][C:6]=1[NH:8][CH:9]1[CH2:10][CH2:11][N:12]([C:15]([O:17][CH2:18][CH3:19])=[O:16])[CH2:13][CH2:14]1. Reported procedure: A suspension of D5 (15.0 g, 45 mmol) and 5% Pt/C (1.5 g) in methanol (500 mL) in an autoclave (1000 mL) was put under an atmosphere of hydrogen (˜40 atm). The mixture was stirred at room temperature for 3 hours and then filtered through a pad of celite. The filtrate was concentrated under reduced pressure to give the title compound (13.5 g, 100% yield) as a dark brown solid that was used without further purification. (Rf: 0.3 (ethyl acetate/hexane 7:8)) The reactants are C(C1=CC=CC=C1)OC(CC(C(=O)NC1C(NCCOCCN2C3=CC=CC=C3C(C1)=C2)=O)N2C=C(C=C2)C2=CC=CC=C2)=O (N-(8-oxo-4-oxa-1,7-diaza-tricyclo[9.6.1.012,17 ]octadeca-11(18),12,14,16-tetraen-9-yl)-3-(3-phenyl-1H-pyrrol-1-yl)succinamic acid benzyl ester), FC(C(=O)O)(F)F.C(C=C)OC(C[C@H](C(=O)N[C@@H](C(C)(C)C)C(NC)=O)N)=O (3(R)-amino-N-(2,2-dimethyl-1(S)-(methylcarbamoyl)propyl)succinamic acid allyl ester trifluoroacetate salt), C(#N)C1=CC=C(C=C1)C#CC1C(OC(C1)OC)OC (3-[2-(4-cyanophenyl)-ethynyl]-2,5-dimethoxy-tetrahydrofuran), FC(C(=O)O)(F)F (trifluoroacetic acid). Run in CCCCCCC (n-heptane), CC(=O)O (HOAc). Product: C(C=C)OC(C[C@H](C(=O)N[C@@H](C(C)(C)C)C(NC)=O)N1C=C(C=C1)C(CC1=CC=C(C=C1)C#N)=O)=O (3(R)-[3-[(4-cyanophenyl)acetyl]-1H-pyrrol-1-yl]-N-[2,2-dimethyl-1(S)-(methylcarbamoyl)propyl]succinamic acid allyl ester). RXN SMILES: C([O:8]C(=O)CC(N1C=CC(C2C=CC=CC=2)=C1)C(NC1CC2=CN(C3C2=CC=CC=3)CCOCCNC1=O)=O)C1C=CC=CC=1.FC(F)(F)C(O)=O.[CH2:53]([O:56][C:57](=[O:73])[CH2:58][C@@H:59]([NH2:72])[C:60]([NH:62][C@H:63]([C:68](=[O:71])[NH:69][CH3:70])[C:64]([CH3:67])([CH3:66])[CH3:65])=[O:61])[CH:54]=[CH2:55].[C:74]([C:76]1[CH:81]=[CH:80][C:79]([C:82]#[C:83][CH:84]2[CH2:88][CH:87](OC)O[CH:85]2OC)=[CH:78][CH:77]=1)#[N:75].FC(F)(F)C(O)=O>CCCCCCC.CC(O)=O>[CH2:53]([O:56][C:57](=[O:73])[CH2:58][C@@H:59]([N:72]1[CH:87]=[CH:88][C:84]([C:83](=[O:8])[CH2:82][C:79]2[CH:80]=[CH:81][C:76]([C:74]#[N:75])=[CH:77][CH:78]=2)=[CH:85]1)[C:60]([NH:62][C@H:63]([C:68](=[O:71])[NH:69][CH3:70])[C:64]([CH3:65])([CH3:66])[CH3:67])=[O:61])[CH:54]=[CH2:55] |f:1.2|. Reported procedure: As described in Example 1(c) for the preparation of N-(8-oxo-4-oxa-1,7-diaza-tricyclo[9.6.1.012,17 ]octadeca-11(18),12,14,16-tetraen-9-yl)-3-(3-phenyl-1H-pyrrol-1-yl)succinamic acid benzyl ester, 3(R)-amino-N-(2,2-dimethyl-1(S)-(methylcarbamoyl)propyl)succinamic acid allyl ester trifluoroacetate salt and 3-[2-(4-cyanophenyl)-ethynyl]-2,5-dimethoxy-tetrahydrofuran were heated with trifluoroacetic acid (1 equiv) at 70° C. for 4 hours. Flash column chromatography twice with 0.5% HOAc/15% EtOAc/CH2C... The reactants are C(C)(C)(C)C1=CC=C(C=C1)N1N=C(C(=C1O)C(C)=O)C (1-(1-(4-tert-butylphenyl)-5-hydroxy-3-methyl-1H-pyrazol-4-yl)-ethanone), COC(=O)C1=CC=C(C(=O)NN)C=C1 (4-methoxycarbonylbenzhydrazide). Solvent: CN(C)C=O (DMF). Run at temperature 100 celsius, time 3 hour. The product is C(C)(C)(C)C1=CC=C(C=C1)N1N=C(C(C1=O)=C(C)NNC(C1=CC=C(C=C1)C(=O)OC)=O)C (4-methoxycarbonylbenzoic N′-(1-(1-(4-tert-butylphenyl)-3-methyl-5-oxo-1,5-dihydropyrazol-4-ylidene)-ethyl)-hydrazide). Yield: 66.7%. Reaction SMILES: [C:1]([C:5]1[CH:10]=[CH:9][C:8]([N:11]2[C:15]([OH:16])=[C:14]([C:17](=O)[CH3:18])[C:13]([CH3:20])=[N:12]2)=[CH:7][CH:6]=1)([CH3:4])([CH3:3])[CH3:2].[CH3:21][O:22][C:23]([C:25]1[CH:34]=[CH:33][C:28]([C:29]([NH:31][NH2:32])=[O:30])=[CH:27][CH:26]=1)=[O:24]>CN(C=O)C>[C:1]([C:5]1[CH:10]=[CH:9][C:8]([N:11]2[C:15](=[O:16])[C:14](=[C:17]([NH:32][NH:31][C:29](=[O:30])[C:28]3[CH:27]=[CH:26][C:25]([C:23]([O:22][CH3:21])=[O:24])=[CH:34][CH:33]=3)[CH3:18])[C:13]([CH3:20])=[N:12]2)=[CH:7][CH:6]=1)([CH3:4])([CH3:3])[CH3:2]. Procedure details: 30.5 mg (0.11 mmol) of 1-(1-(4-tert-butylphenyl)-5-hydroxy-3-methyl-1H-pyrazol-4-yl)-ethanone and 23.1 mg (0.11 mmol) of 4-methoxycarbonylbenzhydrazide were dissolved in 3.0 ml of DMF and stirred at 100° C. for 3 hours. After cooling and evaporation of the solvent, the crude product was recrystallized from ethyl acetate/n-hexane to give 32.9 mg of the desired product as a yellow solid (yield 66%). Starting materials: [OH-].[Na+] (sodium hydroxide), P(=O)(Cl)(Cl)Cl (Phosphorus oxychloride), C1(CCCCC1)C1=NN(C(C1)=O)C (3-cyclohexyl-1-methyl-2-pyrazolin-5-one), ice water. Yields the product ClC1=CC(=NN1C)C1CCCCC1 (5-chloro-3-cyclohexyl-1-methylpyrazole). RXN SMILES: P(Cl)(Cl)([Cl:3])=O.[CH:6]1([C:12]2[CH2:16][C:15](=O)[N:14]([CH3:18])[N:13]=2)[CH2:11][CH2:10][CH2:9][CH2:8][CH2:7]1.[OH-].[Na+]>>[Cl:3][C:15]1[N:14]([CH3:18])[N:13]=[C:12]([CH:6]2[CH2:11][CH2:10][CH2:9][CH2:8][CH2:7]2)[CH:16]=1 |f:2.3|. Procedure details: Phosphorus oxychloride (15.3 g, 0.1 mole) is added to 3-cyclohexyl-1-methyl-2-pyrazolin-5-one and the mixture stirred and heated at 120° C. to 135° C. for 8 hours. The cooled reaction mixture is then poured into ice-water, made alkaline with 1% aqueous sodium hydroxide and extracted with methylene chloride. Removal of solvent under reduced pressure, then in vacuo at 70° C. affords an oil, 8 g, (93.8%). Starting materials: O=C1CCC(=O)N1Br, CC12CNc3cccc(c31)NC(=O)C2, ClCCl. Yields the product CC12CNc3ccc(Br)c(c31)NC(=O)C2. RXN SMILES: [Br:15][N:16]1[C:17](=[O:18])[CH2:19][CH2:20][C:21]1=[O:22].[CH3:1][C:2]12[CH2:3][C:4](=[O:14])[NH:5][c:6]3[cH:7][cH:8][cH:9][c:10]([c:11]31)[NH:12][CH2:13]2.[Cl:23][CH2:24][Cl:25]>>[CH3:1][C:2]12[CH2:3][C:4](=[O:14])[NH:5][c:6]3[c:7]([Br:15])[cH:8][cH:9][c:10]([c:11]31)[NH:12][CH2:13]2.